From a dataset of the Open Reaction Database (ORD), a public repository of structured organic reaction records. describe an organic reaction: reactants, conditions, products, and yield The reactants are CCCC12CCC3C4CCC(=O)C=C4CCC3C1CCC2O, O, O=C(Cl)CCc1ccccc1, c1ccccc1, c1ccncc1. Product: CCCC12CCC3C4CCC(=O)C=C4CCC3C1CCC2OC(=O)CCc1ccccc1. As a reaction SMILES: [CH2:12]([CH2:13][CH3:14])[C:15]12[CH:16]([OH:33])[CH2:17][CH2:18][CH:19]1[CH:20]1[CH:21]([CH2:22][CH2:23]2)[CH:24]2[CH2:25][CH2:26][C:27](=[O:32])[CH:28]=[C:29]2[CH2:30][CH2:31]1.[OH2:34].[c:1]1([CH2:7][CH2:8][C:9](=[O:10])[Cl:11])[cH:2][cH:3][cH:4][cH:5][cH:6]1.[cH:35]1[cH:36][cH:37][cH:38][cH:39][cH:40]1.[cH:41]1[cH:42][cH:43][n:44][cH:45][cH:46]1>>[c:1]1([CH2:7][CH2:8][C:9](=[O:10])[O:33][CH:16]2[C:15]3([CH2:12][CH2:13][CH3:14])[CH:19]([CH2:18][CH2:17]2)[CH:20]2[CH:21]([CH2:22][CH2:23]3)[CH:24]3[CH2:25][CH2:26][C:27](=[O:32])[CH:28]=[C:29]3[CH2:30][CH2:31]2)[cH:2][cH:3][cH:4][cH:5][cH:6]1. The reactants are [Cl-].[NH4+] (ammonium chloride), C(#N)C1=CC2=C(OC(C=C2N2C(C=C(C=C2)C=O)=O)(C)C)C=C1 (6-cyano-2,2-dimethyl-4-(1,2-dihydro-2-oxo-4-formyl-1-pyridinyl)-2H-benzo[b]pyran), solution, C[Mg]Br (methylmagnesium bromide). Solvent: O1CCCC1 (tetrahydrofuran), O1CCCC1 (tetrahydrofuran). Reaction conditions: time 20 minute. The product is C(#N)C1=CC2=C(OC(C=C2N2C(C=C(C=C2)C(C)O)=O)(C)C)C=C1 (6-cyano-2,2-dimethyl-4-{1,2-dihydro-2-oxo-4-(1-hydroxy)ethyl-1-pyridinyl}-2H-benzo[b]pyran). As a reaction SMILES: [C:1]([C:3]1[CH:23]=[CH:22][C:6]2[O:7][C:8]([CH3:21])([CH3:20])[CH:9]=[C:10]([N:11]3[CH:16]=[CH:15][C:14]([CH:17]=[O:18])=[CH:13][C:12]3=[O:19])[C:5]=2[CH:4]=1)#[N:2].[CH3:24][Mg]Br.[Cl-].[NH4+]>O1CCCC1>[C:1]([C:3]1[CH:23]=[CH:22][C:6]2[O:7][C:8]([CH3:20])([CH3:21])[CH:9]=[C:10]([N:11]3[CH:16]=[CH:15][C:14]([CH:17]([OH:18])[CH3:24])=[CH:13][C:12]3=[O:19])[C:5]=2[CH:4]=1)#[N:2] |f:2.3|. Reported procedure: In 4 ml of anhydrous tetrahydrofuran, is dissolved 355 mg of 6-cyano-2,2-dimethyl-4-(1,2-dihydro-2-oxo-4-formyl-1-pyridinyl)-2H-benzo[b]pyran obtained in Example 25. Then, 1.73 ml of 0.94 M solution of methylmagnesium bromide in tetrahydrofuran is added at 0° C. and reacted first at that temperature for 50 minutes and then at room temperature for 20 minutes. After stopping the reaction by adding a saturated aqueous solution of ammonium chloride, the reaction mixture is extracted with ethyl aceta... Starting materials: C(C)(C)N1CCNCC1 (N-isopropylpiperazine), C(C)(C)(C)OC(=O)N1CCC(CC1)C(=O)[O-] (1-tert-Butoxycarbonyl-piperidine-4-carboxylate), C(CCl)Cl (EDC), C1=CC2=C(N=C1)N(N=N2)O (HOAT). The solvent is CN(C)C=O (DMF), CN(C)C=O (DMF), CCOC(=O)C (EtOAc). Run at time 5 minute. Yields the product Cl.Cl.C(C)(C)N1CCN(CC1)C(=O)C1CCNCC1 (1-Isopropyl-4-(piperidine-4-carbonyl)-piperazine dihydrochloride). Reaction SMILES: C(OC([N:8]1[CH2:13][CH2:12][CH:11]([C:14]([O-:16])=O)[CH2:10][CH2:9]1)=O)(C)(C)C.C(Cl)C[Cl:19].C1C=NC2N(O)N=NC=2C=1.[CH:31]([N:34]1[CH2:39][CH2:38][NH:37][CH2:36][CH2:35]1)([CH3:33])[CH3:32]>CN(C=O)C.CCOC(C)=O>[ClH:19].[ClH:19].[CH:31]([N:34]1[CH2:39][CH2:38][N:37]([C:14]([CH:11]2[CH2:10][CH2:9][NH:8][CH2:13][CH2:12]2)=[O:16])[CH2:36][CH2:35]1)([CH3:33])[CH3:32] |f:6.7.8|. Reported procedure: 1-tert-Butoxycarbonyl-piperidine-4-carboxylate (5 g) in DMF (60 ml) was treated with EDC (5.5 g) followed by HOAT (0.1 g). After 5 min, N-isopropylpiperazine (2.8 g) in DMF (5 ml) was added and the reaction was left stirring for 18 h. The reaction was then diluted with EtOAc (150 ml) and washed with saturated brine/sodium hydrogen carbonate (1:1, 200 ml) followed by brine (3×200 ml). The EtOAc layer was evaporated to near dryness and the residue treated with TFA/water (40 ml, 95:5) for 5 h prior... Reactants: Cl.C(#N)C(=C(O)C1=CC=NC=C1)C1=CC=C(C=C1)F (2-cyano-2-(4-fluorophenyl)-1-(4-pyridyl)ethen-1-ol hydrochloride), Br (hydrobromic acid), FC1=CC=C(C=C1)CC(=O)O (4-fluorophenylacetic acid). The product is FC1=CC=C(C=C1)CC(=O)C1=CC=NC=C1 (2-(4-Fluorophenyl)-1-(4-pyridyl)ethanone). Reaction SMILES: Cl.C([C:4]([C:13]1[CH:18]=[CH:17][C:16]([F:19])=[CH:15][CH:14]=1)=[C:5]([C:7]1[CH:12]=[CH:11][N:10]=[CH:9][CH:8]=1)[OH:6])#N.Br.FC1C=CC(CC(O)=O)=CC=1>>[F:19][C:16]1[CH:17]=[CH:18][C:13]([CH2:4][C:5]([C:7]2[CH:12]=[CH:11][N:10]=[CH:9][CH:8]=2)=[O:6])=[CH:14][CH:15]=1 |f:0.1|. Procedure: 40.6 g (0.15 mol) of 2-cyano-2-(4-fluorophenyl)-1-(4-pyridyl)ethen-1-ol hydrochloride were refluxed with vigorous stirring for 19 h in 130 ml of 48% strength hydrobromic acid. The reaction mixture was cooled in an ice bath, and the precipitate deposited (4-fluorophenylacetic acid) was filtered off and washed with dist. water. On neutralizing the filtrate with 80 ml of ammonia water, the title compound deposited as a dark-green precipitate. The precipitate was filtered off, washed with dist. wate...